describe an organic reaction: reactants, conditions, products, and yield From a dataset of the Open Reaction Database (ORD), a public repository of structured organic reaction records. Starting materials: IC (iodomethane), C([O-])([O-])=O.[K+].[K+] (potassium carbonate), CC(=O)C (acetone), FC1=C(C(C(=O)O)=CC=C1)O (3-fluorosalicylic acid), O (Water). Yields the product FC=1C(=C(C(=O)OC)C=CC1)OC (methyl 3-fluoro-2-methoxybenzoate). RXN SMILES: [F:1][C:2]1[CH:10]=[CH:9][CH:8]=[C:4]([C:5](O)=[O:6])[C:3]=1O.IC.[C:14](=[O:17])([O-])[O-].[K+].[K+].[CH3:20]C(C)=O.[OH2:24]>>[F:1][C:2]1[C:3]([O:17][CH3:14])=[C:4]([CH:8]=[CH:9][CH:10]=1)[C:5]([O:6][CH3:20])=[O:24] |f:2.3.4|. Procedure details: A mixture containing 3-fluorosalicylic acid (20 g) [obtained as white crystals, m.p. 145°-147° C., by the method of L. N. Ferguson et alia, J. Amer. Chem. Soc., 1950, 72, 5315], iodomethane (60 g), potassium carbonate (40 g) and acetone (200 ml) was heated under reflux for 24 hours. Water (500 ml) was added and the mixture was extracted with ether (3×150 ml). The combined extracts were dried (MgSO4) and evaporated to give methyl 3-fluoro-2-methoxybenzoate (B) (21 g) as a yellow oil, which was us... The reactants are CNC(=O)C1=C(C=C(C=C1)F)N, CC1=NN(C(=C1)NC2=NC=C(C(=C2)I)C(F)(F)F)C. The reagents and catalysts are C(=O)([O-])[O-].[Cs+].[Cs+], CC1(C2=C(C(=CC=C2)P(C3=CC=CC=C3)C4=CC=CC=C4)OC5=C1C=CC=C5P(C6=CC=CC=C6)C7=CC=CC=C7)C, CC(=O)O.CC(=O)O.[Pd]. Run in C1COCCO1. Run at temperature 100 celsius. Product: CC1=NN(C(=C1)NC2=NC=C(C(=C2)NC3=C(C=CC(=C3)F)C(=O)NC)C(F)(F)F)C. The yield is 36.2%. Procedure details: 2-amino-4-fluoro-N-methylbenzamide (2.310 g, 13.74 mmol), N-(1,3-dimethyl-1H-pyrazol-5-yl)-4-iodo-5-(trifluoromethyl)pyridin-2-amine (3.5 g, 9.16 mmol) (9,9-dimethyl-9H-xanthene-4,5-diyl)bis(diphenylphosphine) (0.530 g, 0.92 mmol) diacetoxypalladium (0.103 g, 0.46 mmol) and cesium carbonate (5.97 g, 18.32 mmol) were suspended in dioxane (40 mL). The reaction was degased, purged with argon (3 times) and heated to 100 °C for 5 hours.  The reaction mixture was allowed to cool to room temperature un... The reactants are BrC1=CC=C(C=O)C=C1 (p-bromobenzaldehyde), C(C)(=O)OC(C)=O (acetic anhydride), C(C)(=O)Cl (acetyl chloride), ice, [N+](=O)([O-])C(C)O (nitroethanol), 0.5, Cl (hydrochloric acid). Solvent: C(C)N(CC)CC (triethylamine), CO (methanol), CCOCC (ether), O (water). Run at temperature -3 celsius, time 4 hour. Product: BrC1=CC=C(C=C1)C(C(COC(C)=O)[N+](=O)[O-])OC(C)=O (1-(4-bromophenyl)-2-nitro-1,3-diacetoxypropane). The yield is 79.0%. RXN SMILES: [Br:1][C:2]1[CH:9]=[CH:8][C:5]([CH:6]=[O:7])=[CH:4][CH:3]=1.[N+:10]([CH:13](O)[CH3:14])([O-:12])=[O:11].Cl.[C:17]([O:20]C(=O)C)(=[O:19])[CH3:18].[C:24](Cl)(=[O:26])[CH3:25]>CCOCC.O.C(N(CC)CC)C.CO>[Br:1][C:2]1[CH:9]=[CH:8][C:5]([CH:6]([O:7][C:24](=[O:26])[CH3:25])[CH:13]([N+:10]([O-:12])=[O:11])[CH2:14][O:20][C:17](=[O:19])[CH3:18])=[CH:4][CH:3]=1. Procedure details: A mixture of 18.5 g (0.1 moles) of p-bromobenzaldehyde, 20 ml of methanol and 0.5 ml of triethylamine is cooled to -3° C., and 9.1 g (0.1 moles) of nitroethanol are added within one hour. The reaction mixture is stirred for 4 hours at 0°-5° C. 50 ml of water are added to the mixture, the mixture is cooled to 5° C., 30 ml of 0.5 n hydrochloric acid are added, and the mixture is stirred for 10 minutes. Thereafter 30 ml of ether are added to the mixture, the phases are separated from each other, an... Reactants: C(=O)C1=CC=C(C(=O)O)C=C1 (4-Formylbenzoic acid), C(#N)[BH3-].[Na+] (sodium cyanoborohydride), ClC1=CC=C(N)C=C1 (4-chloroaniline), CC(=O)[O-] (Acetic cid glacial). Solvent: CO (methanol). Run at temperature 35 celsius, time 30 minute. The product is ClC1=CC=C(C=C1)NCC1=CC=C(C(=O)O)C=C1 (4-[(4-chlorophenylamino)-methyl]benzoic acid). Isolated yield 102.4%. Reaction SMILES: [CH:1]([C:3]1[CH:11]=[CH:10][C:6]([C:7]([OH:9])=[O:8])=[CH:5][CH:4]=1)=O.[Cl:12][C:13]1[CH:19]=[CH:18][C:16]([NH2:17])=[CH:15][CH:14]=1.CC([O-])=O.C([BH3-])#N.[Na+]>CO>[Cl:12][C:13]1[CH:19]=[CH:18][C:16]([NH:17][CH2:1][C:3]2[CH:11]=[CH:10][C:6]([C:7]([OH:9])=[O:8])=[CH:5][CH:4]=2)=[CH:15][CH:14]=1 |f:3.4|. Reported procedure: 4-Formylbenzoic acid (15 g, 100 mmol) was suspended in methanol (500 mL) and 4-chloroaniline (12.7 g, 100 mmol) was added. The resulting suspension was heated at reflux temperature for 30 minutes and subsequently cooled to approximately 35° C. Acetic cid glacial (50 mL) was added followed by sodium cyanoborohydride (4.96 g, 80 mmol) in portions. The mixture was stirred at room temperature for 30 minutes. The mixture was concentrated in vacuo to approximately 150 mL by rotary evaporation. Water (... Yields the product OCCC(OC1CCCCO1)C(F)(F)F. Reactants: [Al+3], CCOC(=O)CC(OC1CCCCO1)C(F)(F)F, [H-], [H-], [H-], [H-], [Li+], C1CCOC1, O. RXN SMILES: [Al+3:20].[F:1][C:2]([CH:3]([CH2:4][C:5](=[O:6])[O:7][CH2:8][CH3:9])[O:10][CH:11]1[O:12][CH2:13][CH2:14][CH2:15][CH2:16]1)([F:17])[F:18].[H-:19].[H-:22].[H-:23].[H-:24].[Li+:21].[O:26]1[CH2:27][CH2:28][CH2:29][CH2:30]1.[OH2:25]>>[F:1][C:2]([CH:3]([CH2:4][CH2:5][OH:6])[O:10][CH:11]1[O:12][CH2:13][CH2:14][CH2:15][CH2:16]1)([F:17])[F:18]. Starting materials: C1(=CC=C(C=C1)CN1C(=NC2=C1C=C(C(=C2F)I)F)S(=O)(=O)C)C2=CC=CC=C2 (1-(biphenyl-4-ylmethyl)-4,6-difluoro-5-iodo-2-(methylsulfonyl)-1H-benzimidazole), C1(=CC=C(C=C1)CN1C(=NC2=C1C=C(C(=C2F)I)F)S(=O)(=O)C)C2=CC=CC=C2 (1-(biphenyl-4-ylmethyl)-4,6-difluoro-5-iodo-2-(methylsulfonyl)-1H-benzimidazole), OC1CC(CC1)C(=O)OCC (ethyl 3-hydroxycyclopentanecarboxylate), OC1CC(CC1)C(=O)OCC (ethyl 3-hydroxycyclopentanecarboxylate), C1CCC2=NCCCN2CC1 (DBU). Solvent: CCOC(=O)C (EtOAc), O (H2O), CN(C)C=O (DMF). Run at temperature 80 celsius. The product is C1(=CC=C(C=C1)CN1C(=NC2=C1C=C(C(=C2F)I)F)OC2CC(CC2)C(=O)OCC)C2=CC=CC=C2 (Ethyl 3-{[1-(biphenyl-4-ylmethyl)-4,6-difluoro-5-iodo-1H-benzimidazol-2-yl]oxy}cyclopentanecarboxylate). As a reaction SMILES: [C:1]1([C:24]2[CH:29]=[CH:28][CH:27]=[CH:26][CH:25]=2)[CH:6]=[CH:5][C:4]([CH2:7][N:8]2[C:12]3[CH:13]=[C:14]([F:19])[C:15]([I:18])=[C:16]([F:17])[C:11]=3[N:10]=[C:9]2S(C)(=O)=O)=[CH:3][CH:2]=1.[OH:30][CH:31]1[CH2:35][CH2:34][CH:33]([C:36]([O:38][CH2:39][CH3:40])=[O:37])[CH2:32]1.C1CCN2C(=NCCC2)CC1>CN(C=O)C.CCOC(C)=O.O>[C:1]1([C:24]2[CH:29]=[CH:28][CH:27]=[CH:26][CH:25]=2)[CH:6]=[CH:5][C:4]([CH2:7][N:8]2[C:12]3[CH:13]=[C:14]([F:19])[C:15]([I:18])=[C:16]([F:17])[C:11]=3[N:10]=[C:9]2[O:30][CH:31]2[CH2:35][CH2:34][CH:33]([C:36]([O:38][CH2:39][CH3:40])=[O:37])[CH2:32]2)=[CH:3][CH:2]=1. Reported procedure: To a solution of 1-(biphenyl-4-ylmethyl)-4,6-difluoro-5-iodo-2-(methylsulfonyl)-1H-benzimidazole (Intermediate 5, 0.650 g, 1.24 mmol) and ethyl 3-hydroxycyclopentanecarboxylate (Intermediate 9, 0.784 g, 4.96 mmol) in 4 mL of DMF was added DBU (0.747 mL, 4.96 mmol) dropwise via syringe. The reaction was heated overnight at 80° C., and then diluted with EtOAc and H2O. The layers were separated and the aqueous layer was extracted with EtOAc. The combined organic layers were washed with brine, dried...